Dataset: the Open Reaction Database (ORD), a public repository of structured organic reaction records. Task: describe an organic reaction: reactants, conditions, products, and yield The reactants are CC(CC(C1=C(OC(=C1)C1=CC=CC=C1)C)NC1=C(C(=O)O)C=CC=C1)(C)C (([3,3-dimethyl-1-(2-methyl-5-phenylfuran-3-yl)butyl]amino}benzoic acid), CNCCC(=O)OCC (ethyl 3-(methylamino)propanoate), Cl.C(C)N=C=NCCCN(C)C (1-ethyl-3-(3-dimethylaminopropyl)carbodiimide hydrochloride), O.OC1=CC=CC=2NN=NC21 (hydroxybenzotriazole monohydrate). Solvent: C(C)(=O)OCC (Ethyl acetate), CN(C=O)C (N,N-dimethylformamide), C(C)N(CC)CC (triethylamine). Run at time 1 hour. Yields the product CC(CC(C1=C(OC(=C1)C1=CC=CC=C1)C)NC1=CC=C(C=C1)C(=O)N(CCC(=O)O)C)(C)C (3-{[(4-{[3,3-dimethyl-1-(2-methyl-5-phenylfuran-3-yl)butyl]amino}phenyl)carbonyl](methyl)amino}propanoic acid). Isolated yield 77.3%. As a reaction SMILES: [CH3:1][C:2]([CH3:28])([CH3:27])[CH2:3][CH:4]([NH:17][C:18]1[CH:26]=[CH:25][CH:24]=[CH:23][C:19]=1C(O)=O)[C:5]1[CH:9]=[C:8]([C:10]2[CH:15]=[CH:14][CH:13]=[CH:12][CH:11]=2)[O:7][C:6]=1[CH3:16].[CH3:29][NH:30][CH2:31][CH2:32][C:33]([O:35]CC)=[O:34].Cl.C(N=C=NCCCN(C)C)C.O.[OH:51][C:52]1C2N=NNC=2C=CC=1>CN(C)C=O.C(OCC)(=O)C.C(N(CC)CC)C>[CH3:28][C:2]([CH3:1])([CH3:27])[CH2:3][CH:4]([NH:17][C:18]1[CH:19]=[CH:23][C:24]([C:52]([N:30]([CH3:29])[CH2:31][CH2:32][C:33]([OH:35])=[O:34])=[O:51])=[CH:25][CH:26]=1)[C:5]1[CH:9]=[C:8]([C:10]2[CH:15]=[CH:14][CH:13]=[CH:12][CH:11]=2)[O:7][C:6]=1[CH3:16] |f:2.3,4.5|. Procedure details: A solution of 4-{([3,3-dimethyl-1-(2-methyl-5-phenylfuran-3-yl)butyl]amino}benzoic acid (113 mg), ethyl 3-(methylamino)propanoate (79 mg), 1-ethyl-3-(3-dimethylaminopropyl)carbodiimide hydrochloride (115 mg), hydroxybenzotriazole monohydrate (92 mg) and triethylamine (84 μL) in N,N-dimethylformamide (10 mL) was stirred at room temperature for 4 hr. Ethyl acetate was added, the mixture was washed with saturated aqueous sodium hydrogen carbonate solution and water, and the organic layer was dried ... The reactants are IC=1N=CN(C1)C(C1=CC=CC=C1)(C1=CC=CC=C1)C1=CC=CC=C1 (4-iodo-1-tritylimidazole), O1CCOC2=C1C=CC=C2C=O (2,3-dihydro-benzo[1,4]dioxine-5-carbaldehyde), O1CCOC2=C1C=CC=C2C=O (2,3-dihydro-benzo[1,4]dioxine-5-carbaldehyde), C(C)[Mg]Br (ethyl magnesium bromide). The solvent is ClCCl (dichloromethane), ClCCl (dichloromethane). Yields the product O1CCOC2=C1C=CC=C2C(O)C=2N=CN(C2)C(C2=CC=CC=C2)(C2=CC=CC=C2)C2=CC=CC=C2 ((2,3-dihydro-benzo[1,4]dioxin-5-yl)-(1-trityl-1H-imidazol-4-yl)-methanol). As a reaction SMILES: I[C:2]1[N:3]=[CH:4][N:5]([C:7]([C:20]2[CH:25]=[CH:24][CH:23]=[CH:22][CH:21]=2)([C:14]2[CH:19]=[CH:18][CH:17]=[CH:16][CH:15]=2)[C:8]2[CH:13]=[CH:12][CH:11]=[CH:10][CH:9]=2)[CH:6]=1.C([Mg]Br)C.[O:30]1[C:35]2[CH:36]=[CH:37][CH:38]=[C:39]([CH:40]=[O:41])[C:34]=2[O:33][CH2:32][CH2:31]1>ClCCl>[O:30]1[C:35]2[CH:36]=[CH:37][CH:38]=[C:39]([CH:40]([C:2]3[N:3]=[CH:4][N:5]([C:7]([C:8]4[CH:9]=[CH:10][CH:11]=[CH:12][CH:13]=4)([C:14]4[CH:19]=[CH:18][CH:17]=[CH:16][CH:15]=4)[C:20]4[CH:25]=[CH:24][CH:23]=[CH:22][CH:21]=4)[CH:6]=3)[OH:41])[C:34]=2[O:33][CH2:32][CH2:31]1. Procedure details: A mixture of 4-iodo-1-tritylimidazole (commercially available) (8.64 g, 19.8 mmol) in dichloromethane (100 mL) at −10° C. was treated with ethyl magnesium bromide (6.3 mL, 19 mmol, 3M in THF) and allowed to react for 45 m. A solution of 2,3-dihydro-benzo[1,4]dioxine-5-carbaldehyde (Intermediate A2) (2.6 g, 15.9 mmol) in dichloromethane was added via syringe at −10° C. and stirred for 45 m. The mixture was quenched with water (50 mL) and a sat. solution of ammonium chloride (50 mL). The residue w... Reactants: [Al+3], ClCCl, COC(=O)c1ccccc1Nc1cc(C(C)(C)C)c(O)c(C(C)(C)C)c1, CCOCC, [H-], [H-], [H-], [H-], [Li+], O=[Cr](=O)([O-])Cl, c1cc[nH+]cc1. The product is CC(C)(C)c1cc(Nc2ccccc2C=O)cc(C(C)(C)C)c1O. RXN SMILES: [Al+3:28].[CH2:49]([Cl:50])[Cl:51].[CH3:1][O:2][C:3]([c:4]1[c:5]([NH:10][c:11]2[cH:12][c:13]([C:22]([CH3:23])([CH3:24])[CH3:25])[c:14]([OH:21])[c:15]([C:17]([CH3:18])([CH3:19])[CH3:20])[cH:16]2)[cH:6][cH:7][cH:8][cH:9]1)=[O:26].[CH3:44][CH2:45][O:46][CH2:47][CH3:48].[H-:27].[H-:30].[H-:31].[H-:32].[Li+:29].[O:33]=[Cr:34]([Cl:35])([O-:36])=[O:37].[nH+:38]1[cH:39][cH:40][cH:41][cH:42][cH:43]1>>[O:2]=[CH:3][c:4]1[c:5]([NH:10][c:11]2[cH:12][c:13]([C:22]([CH3:23])([CH3:24])[CH3:25])[c:14]([OH:21])[c:15]([C:17]([CH3:18])([CH3:19])[CH3:20])[cH:16]2)[cH:6][cH:7][cH:8][cH:9]1.